Dataset: the Open Reaction Database (ORD), a public repository of structured organic reaction records. Task: describe an organic reaction: reactants, conditions, products, and yield Reactants: 3/2, ClCCl.FC(C(=O)O)(F)F (dichloromethane trifluoroacetic acid), C(C1=CC=CC=C1)(=O)N[C@H](C(=O)N[C@H](C(=O)O)CC1=CC=C(C=C1)OC)CC=1N=CNC1 ((S)-2-[(S)-2-benzoylamino-3-(1H-imidazol-4-yl)propionylamino]-3-(4-methoxyphenyl)propanoic acid), FC(C(=O)O)(F)F.C(CCC)OC1(CNC1)C1=CC=CC=C1 (3-butoxy-3-phenylazetidine trifluoroacetate), C(CC(O)(C(=O)O)CC(=O)O)(=O)O (citric acid), CN(C)C(=[N+](C)C)ON1C2=C(C=CC=C2)N=N1.[B-](F)(F)(F)F (TBTU), CCN(C(C)C)C(C)C (DIEA). Solvent: CN(C)C=O (DMF), 1/4, C(Cl)Cl.CN(C)C=O (DCM DMF). Reaction conditions: time 1 hour. Product: C(CCC)OC1(CN(C1)C([C@H](CC1=CC=C(C=C1)OC)NC(=O)[C@H](CC=1N=CNC1)NC(C1=CC=CC=C1)=O)=O)C1=CC=CC=C1 (N—[(S)-1-[(S)-2-(3-butoxy-3-phenylazetidin-1-yl)-1-(4-methoxybenzyl)-2-oxoethylcarbamoyl]-2-(1H-imidazol-4-yl)ethyl]benzamide). The yield is 60.0%. As a reaction SMILES: ClCCl.F[C:5](F)(F)[C:6]([OH:8])=O.[C:11]([NH:19][C@@H:20]([CH2:37][C:38]1[N:39]=[CH:40][NH:41][CH:42]=1)[C:21]([NH:23][C@@H:24]([CH2:28][C:29]1[CH:34]=[CH:33][C:32]([O:35][CH3:36])=[CH:31][CH:30]=1)[C:25]([OH:27])=O)=[O:22])(=[O:18])[C:12]1[CH:17]=[CH:16][CH:15]=[CH:14][CH:13]=1.CN(C(ON1N=NC2[CH:54]=[CH:55][CH:56]=[CH:57][C:52]1=2)=[N+](C)C)C.[B-](F)(F)(F)F.C[CH2:66][N:67](C(C)C)[CH:68](C)C.FC(F)(F)C(O)=O.[CH2:81](OC1(C2C=CC=CC=2)CNC1)[CH2:82][CH2:83][CH3:84].C(O)(=O)CC(CC(O)=O)(C(O)=O)O>CN(C=O)C.C(Cl)Cl.CN(C=O)C>[CH2:81]([O:8][C:6]1([C:5]2[CH:54]=[CH:55][CH:56]=[CH:57][CH:52]=2)[CH2:68][N:67]([C:25](=[O:27])[C@@H:24]([NH:23][C:21]([C@@H:20]([NH:19][C:11](=[O:18])[C:12]2[CH:17]=[CH:16][CH:15]=[CH:14][CH:13]=2)[CH2:37][C:38]2[N:39]=[CH:40][NH:41][CH:42]=2)=[O:22])[CH2:28][C:29]2[CH:34]=[CH:33][C:32]([O:35][CH3:36])=[CH:31][CH:30]=2)[CH2:66]1)[CH2:82][CH2:83][CH3:84] |f:0.1,3.4,6.7,10.11|. Procedure: 1 ml of a 3/2 dichloromethane/trifluoroacetic acid solution is added to 200 mg (0.343 mmol) of (S)-2-[(S)-2-benzoylamino-3-(1H-imidazol-4-yl)propionylamino]-3-(4-methoxyphenyl)propanoic acid. After stirring at ambient temperature for 1 hour, the solvents are evaporated off. The residue obtained is dissolved in 5 ml of DMF, and 110 mg (0.343 mmol) of TBTU and 2.37 ml of DIEA are added. The reaction medium is left to stir for 15 minutes at ambient temperature. 47 mg (0.147 mmol) of 3-butoxy-3-phen... Reactants: COC1=C(C2=C(C(CO2)=O)C=C1)C#CCN1CCN(CC1)C(=O)OC(C)(C)C (tert-butyl 4-[3-(6-methoxy-3-oxo-2,3-dihydrobenzofuran-7-yl)prop-2-ynyl]piperazine-1-carboxylate). Reagents/catalysts: [Pd] (palladium/carbon). Solvent: C(C)O (ethanol). Reaction conditions: time 2 hour. The product is COC1=C(C2=C(C(CO2)=O)C=C1)CCCN1CCN(CC1)C(=O)OC(C)(C)C (tert-butyl 4-[3-(6-methoxy-3-oxo-2,3-dihydrobenzofuran-7-yl)propyl]piperazine-1-carboxylate). Isolated yield 84.8%. Reaction SMILES: [CH3:1][O:2][C:3]1[CH:12]=[CH:11][C:6]2[C:7](=[O:10])[CH2:8][O:9][C:5]=2[C:4]=1[C:13]#[C:14][CH2:15][N:16]1[CH2:21][CH2:20][N:19]([C:22]([O:24][C:25]([CH3:28])([CH3:27])[CH3:26])=[O:23])[CH2:18][CH2:17]1>C(O)C.[Pd]>[CH3:1][O:2][C:3]1[CH:12]=[CH:11][C:6]2[C:7](=[O:10])[CH2:8][O:9][C:5]=2[C:4]=1[CH2:13][CH2:14][CH2:15][N:16]1[CH2:17][CH2:18][N:19]([C:22]([O:24][C:25]([CH3:28])([CH3:27])[CH3:26])=[O:23])[CH2:20][CH2:21]1. Reported procedure: A solution of tert-butyl 4-[3-(6-methoxy-3-oxo-2,3-dihydrobenzofuran-7-yl)prop-2-ynyl]piperazine-1-carboxylate (0.0748 g, 0.194 mmol) obtained in Example B46, Step 4 in ethanol (5 mL) was added with 5% palladium/carbon (wetted with 50% water, 0.0700 g), and the mixture was stirred at room temperature for 2 hours under a hydrogen atmosphere. The reaction mixture was filtered through Celite, the filtrate was concentrated, and the resulting residue was purified by silica gel column chromatography (... Starting materials: CC(C)(C)[Si](C)(C)Cl, Oc1ccc2c3c1OC1C(C4OCCO4)CCC4(O)C(C2)N(CC2CC2)CCC314, CN(C)C=O, O, c1c[nH]cn1. Product: CC(C)(C)[Si](C)(C)Oc1ccc2c3c1OC1C(C4OCCO4)CCC4(O)C(C2)N(CC2CC2)CCC314. As a reaction SMILES: [C:35]([CH3:36])([CH3:37])([CH3:38])[Si:39]([Cl:40])([CH3:41])[CH3:42].[CH:1]1([CH2:4][N:5]2[CH:6]3[C:7]4([OH:29])[CH2:8][CH2:9][CH:10]([CH:24]5[O:25][CH2:26][CH2:27][O:28]5)[CH:11]5[C:12]4([c:13]4[c:14]([c:15]([OH:20])[cH:16][cH:17][c:18]4[CH2:19]3)[O:21]5)[CH2:22][CH2:23]2)[CH2:2][CH2:3]1.[O:44]=[CH:45][N:46]([CH3:47])[CH3:48].[OH2:43].[nH:30]1[cH:31][cH:32][n:33][cH:34]1>>[CH:1]1([CH2:4][N:5]2[CH:6]3[C:7]4([OH:29])[CH2:8][CH2:9][CH:10]([CH:24]5[O:25][CH2:26][CH2:27][O:28]5)[CH:11]5[C:12]4([c:13]4[c:14]([c:15]([O:20][Si:39]([C:35]([CH3:36])([CH3:37])[CH3:38])([CH3:41])[CH3:42])[cH:16][cH:17][c:18]4[CH2:19]3)[O:21]5)[CH2:22][CH2:23]2)[CH2:2][CH2:3]1. Starting materials: Cc1ccc(S(=O)(=O)Cl)cc1, ClCCl, NC1CC2CN(c3ccc(OC(F)(F)F)cc3)C(=O)N2C1. Yields the product Cc1ccc(S(=O)(=O)NC2CC3CN(c4ccc(OC(F)(F)F)cc4)C(=O)N3C2)cc1. Reaction SMILES: [CH3:22][c:23]1[cH:24][cH:25][c:26]([S:29](=[O:30])(=[O:31])[Cl:32])[cH:27][cH:28]1.[Cl:33][CH2:34][Cl:35].[NH2:1][CH:2]1[CH2:3][CH:4]2[N:5]([C:6](=[O:20])[N:7]([c:9]3[cH:10][cH:11][c:12]([O:15][C:16]([F:17])([F:18])[F:19])[cH:13][cH:14]3)[CH2:8]2)[CH2:21]1>>[NH:1]([CH:2]1[CH2:3][CH:4]2[N:5]([C:6](=[O:20])[N:7]([c:9]3[cH:10][cH:11][c:12]([O:15][C:16]([F:17])([F:18])[F:19])[cH:13][cH:14]3)[CH2:8]2)[CH2:21]1)[S:29]([c:26]1[cH:25][cH:24][c:23]([CH3:22])[cH:28][cH:27]1)(=[O:30])=[O:31]. Reactants: Fc1ccc(Nc2ccc(Br)cn2)c(F)c1, COc1cc2nc(C)[nH]c2cc1C=O. Product: COc1cc2nc(C)[nH]c2cc1C(=O)c1ccc(Nc2ccc(F)cc2F)nc1. Reaction SMILES: [Br:15][c:16]1[cH:17][cH:18][c:19]([NH:22][c:23]2[c:24]([F:30])[cH:25][c:26]([F:29])[cH:27][cH:28]2)[n:20][cH:21]1.[CH3:1][O:2][c:3]1[c:4]([CH:13]=[O:14])[cH:5][c:6]2[c:7]([n:8][c:9]([CH3:11])[nH:10]2)[cH:12]1>>[CH3:1][O:2][c:3]1[c:4]([C:13](=[O:14])[c:16]2[cH:17][cH:18][c:19]([NH:22][c:23]3[c:24]([F:30])[cH:25][c:26]([F:29])[cH:27][cH:28]3)[n:20][cH:21]2)[cH:5][c:6]2[c:7]([n:8][c:9]([CH3:11])[nH:10]2)[cH:12]1. Starting materials: ClC1=C(C(=CC=C1)F)C(C(C(=O)OC)=NN)=O (methyl 3-(2-chloro-6-fluorophenyl)-2-hydrazono-3-oxopropionate). Run in COCCOCCOCCOC (triglyme). Run at temperature 140 celsius. Product: ClC1=C2C(C(=NNC2=CC=C1)C(=O)OC)=O (Methyl 5-chloro-4-oxo-1,4-dihydrocinnoline-3-carboxylate). Isolated yield 66.8%. Reaction SMILES: [Cl:1][C:2]1[CH:7]=[CH:6][CH:5]=[C:4](F)[C:3]=1[C:9](=[O:17])[C:10](=[N:15][NH2:16])[C:11]([O:13][CH3:14])=[O:12]>COCCOCCOCCOC>[Cl:1][C:2]1[CH:7]=[CH:6][CH:5]=[C:4]2[C:3]=1[C:9](=[O:17])[C:10]([C:11]([O:13][CH3:14])=[O:12])=[N:15][NH:16]2. Reported procedure: A mixture of 4.2 g (16 mmol) of methyl 3-(2-chloro-6-fluorophenyl)-2-hydrazono-3-oxopropionate in 12 mL of triglyme was heated to 140° C. for 48 h. The slurry was then cooled to room temperature and the precipitate was collected by filtration. The precipitate was washed with diisopropyl ether and dried in vacuo to give 2.55 g (66%) of the title compound as a tan powder. The reactants are CCOc1ccccc1CC#N, CS(C)=O, CCCCCCl, [Na+], [OH-], O. The product is CCCCCC(C#N)c1ccccc1OCC. RXN SMILES: [CH2:1]([CH3:2])[O:3][c:4]1[c:5]([CH2:6][C:7]#[N:8])[cH:9][cH:10][cH:11][cH:12]1.[CH3:22][S:23](=[O:24])[CH3:25].[Cl:13][CH2:14][CH2:15][CH2:16][CH2:17][CH3:18].[Na+:20].[OH-:19].[OH2:21]>>[CH2:1]([CH3:2])[O:3][c:4]1[c:5]([CH:6]([C:7]#[N:8])[CH2:14][CH2:15][CH2:16][CH2:17][CH3:18])[cH:9][cH:10][cH:11][cH:12]1. Reactants: NC=1C=CC(=NC1)N1CCN(CC1)C(=O)OCC (ethyl 4-(5-amino-2-pyridinyl)-1-piperazinecarboxylate), CN(C)C=NNC(=O)OCC (ethyl 2-[(dimethylamino)methylene]hydrazinecarboxylate), CC(C)O (2-propanol). Solvent: S1CCCC1 (tetrahydrothiophene), 1,1-dioxide. Conditions: temperature 150 celsius, time 3 hour. Yields the product O=C1NN=CN1C=1C=CC(=NC1)N1CCN(CC1)C(=O)OCC (ethyl 4-[5-(2,3-dihydro-3-oxo-4H-1,2,4-triazol-4-yl)-2-pyridinyl]-1-piperazinecarboxylate). The yield is 53.2%. Reaction SMILES: [NH2:1][C:2]1[CH:3]=[CH:4][C:5]([N:8]2[CH2:13][CH2:12][N:11]([C:14]([O:16][CH2:17][CH3:18])=[O:15])[CH2:10][CH2:9]2)=[N:6][CH:7]=1.CN([CH:22]=[N:23][NH:24][C:25](OCC)=[O:26])C.CC(O)C>S1CCCC1>[O:26]=[C:25]1[N:1]([C:2]2[CH:3]=[CH:4][C:5]([N:8]3[CH2:13][CH2:12][N:11]([C:14]([O:16][CH2:17][CH3:18])=[O:15])[CH2:10][CH2:9]3)=[N:6][CH:7]=2)[CH:22]=[N:23][NH:24]1. Procedure details: A mixture of ethyl 4-(5-amino-2-pyridinyl)-1-piperazinecarboxylate (0.18 mol) and ethyl 2-[(dimethylamino)methylene]hydrazinecarboxylate (0.54 mol) in tetrahydrothiophene, 1,1-dioxide (50 ml) was stirred at 150° C. for 3 hours. The mixture was cooled till 100° C., 2-propanol was added until crystallization. The precipitate was filtered and recrystallized from methanol; yielding 30.5 g ethyl 4-[5-(2,3-dihydro-3-oxo-4H-1,2,4-triazol-4-yl)-2-pyridinyl]-1-piperazinecarboxylate (53.3%); mp. 220.8° C.... Starting materials: C(C1=CC=CC=C1)N(C1=C(C(=CC=C1)NS(=O)(=O)C)C)CC1=CC=C(OC2=CC=C(C=C2)CCCC(=O)O)C=C1 (4-(4-{4-[(benzyl{2-methyl-3-[(methylsulfonyl)amino]phenyl}amino)methyl]phenoxy}phenyl)butanoic acid), N[C@@H](CC1=CC=C(C=C1)O)C(=O)OC(C)(C)C (H-Tyr-OtBu). The product is C(C1=CC=CC=C1)N(C1=C(C(=CC=C1)NS(=O)(=O)C)C)CC1=CC=C(OC2=CC=C(C=C2)CCCC(=O)N[C@@H](CC2=CC=C(C=C2)O)C(=O)O)C=C1 (N-[4-(4-{4-[(benzyl{2-methyl-3-[(methylsulfonyl)amino]phenyl}amino)methyl]phenoxy}phenyl)butanoyl]-L-tyrosine). Reaction SMILES: [CH2:1]([N:8]([CH2:21][C:22]1[CH:40]=[CH:39][C:25]([O:26][C:27]2[CH:32]=[CH:31][C:30]([CH2:33][CH2:34][CH2:35][C:36](O)=[O:37])=[CH:29][CH:28]=2)=[CH:24][CH:23]=1)[C:9]1[CH:14]=[CH:13][CH:12]=[C:11]([NH:15][S:16]([CH3:19])(=[O:18])=[O:17])[C:10]=1[CH3:20])[C:2]1[CH:7]=[CH:6][CH:5]=[CH:4][CH:3]=1.[NH2:41][C@H:42]([C:51]([O:53]C(C)(C)C)=[O:52])[CH2:43][C:44]1[CH:49]=[CH:48][C:47]([OH:50])=[CH:46][CH:45]=1>>[CH2:1]([N:8]([CH2:21][C:22]1[CH:23]=[CH:24][C:25]([O:26][C:27]2[CH:28]=[CH:29][C:30]([CH2:33][CH2:34][CH2:35][C:36]([NH:41][C@H:42]([C:51]([OH:53])=[O:52])[CH2:43][C:44]3[CH:45]=[CH:46][C:47]([OH:50])=[CH:48][CH:49]=3)=[O:37])=[CH:31][CH:32]=2)=[CH:39][CH:40]=1)[C:9]1[CH:14]=[CH:13][CH:12]=[C:11]([NH:15][S:16]([CH3:19])(=[O:17])=[O:18])[C:10]=1[CH3:20])[C:2]1[CH:3]=[CH:4][CH:5]=[CH:6][CH:7]=1. Reported procedure: The product from Example 100 (56 mg, 0.1 mmole) and H-Tyr-OtBu (47 mg, 0.2 mmole) were processed as in Example 213A-B to provide the title compound. 1H NMR (500 MHz, DMSO-d6) δ11.81-13.15 (br.s, 1 H), 8.95 (s, 1 H), 8.69-9.58 (br.s, 1 H), 8.03 (d, 1 H), 7.26 (m, 6 H), 7.19 (m, 1 H), 7.12 (d, 2 H), 7.00 (m, 5 H), 6.88 (m, 4 H), 6.64 (d, 2 H), 4.36 (m, 1 H), 4.05 (s, 2 H), 4.02 (s, 2 H), 2.94 (d, 1 H), 2.91 (s, 3 H), 2.72 (d, 1 H), 2.44 (t, 2 H), 2.39 (s, 3 H), 2.06 (m, 2 H), 1.69 (m, 2 H); MS (AP...